This data is from the Open Reaction Database (ORD), a public repository of structured organic reaction records. The task is: describe an organic reaction: reactants, conditions, products, and yield Procedure details: A mixture of 2-(4-chlorophenethoxy)-5-nitropyridine (1 g), ammonium chloride (1.9 g), ethanol (40 ml) and water (20 ml) is heated to 70° and then iron powder (1 g), under nitrogen, is added in small portions over about 15 minutes. Heating is continued about 2 hours after the addition of iron is complete. The reaction is cooled and stripped. The residue is taken up in ether, washed with water, dried and solvent evaporated to give 5-amino-2-(4-chlorophenethoxy)pyridine. The solvent is CCOCC (ether). Conditions: time 2 hour. RXN SMILES: [Cl:1][C:2]1[CH:19]=[CH:18][C:5]([CH2:6][CH2:7][O:8][C:9]2[CH:14]=[CH:13][C:12]([N+:15]([O-])=O)=[CH:11][N:10]=2)=[CH:4][CH:3]=1.[Cl-].[NH4+].C(O)C.O>CCOCC.[Fe]>[NH2:15][C:12]1[CH:13]=[CH:14][C:9]([O:8][CH2:7][CH2:6][C:5]2[CH:4]=[CH:3][C:2]([Cl:1])=[CH:19][CH:18]=2)=[N:10][CH:11]=1 |f:1.2|. The reagents and catalysts are [Fe] (iron), [Fe] (iron). Reactants: ClC1=CC=C(CCOC2=NC=C(C=C2)[N+](=O)[O-])C=C1 (2-(4-chlorophenethoxy)-5-nitropyridine), [Cl-].[NH4+] (ammonium chloride), C(C)O (ethanol), O (water). Yields the product NC=1C=CC(=NC1)OCCC1=CC=C(C=C1)Cl (5-amino-2-(4-chlorophenethoxy)pyridine). Reactants: N(=NC(=O)OCC)C(=O)OCC (diethyl azodicarboxylate), FC1=CC2=C(C(=NO2)CCCN2CCC(CC2)O)C=C1 (1-[3-(6-fluoro-1,2-benzisoxazol-3-yl)-propyl]-4-hydroxypiperidine), ClC1=CC=C(C=C1)O (4-chlorophenol), C1(=CC=CC=C1)P(C1=CC=CC=C1)C1=CC=CC=C1 (triphenylphosphine). Run in C1=CC=CC=C1 (benzene), C1=CC=CC=C1 (benzene). Run at time 1 hour. The product is Cl.ClC1=CC=C(OC2CCN(CC2)CCCC2=NOC3=C2C=CC(=C3)F)C=C1 (4-(4-Chlorophenoxy)-1-[3-(6-fluoro-1,2-benzisoxazol-3-yl)propyl]-piperidine hydrochloride). Isolated yield 61.8%. As a reaction SMILES: [F:1][C:2]1[CH:20]=[CH:19][C:5]2[C:6]([CH2:9][CH2:10][CH2:11][N:12]3[CH2:17][CH2:16][CH:15]([OH:18])[CH2:14][CH2:13]3)=[N:7][O:8][C:4]=2[CH:3]=1.[Cl:21][C:22]1[CH:27]=[CH:26][C:25](O)=[CH:24][CH:23]=1.C1(P(C2C=CC=CC=2)C2C=CC=CC=2)C=CC=CC=1.N(C(OCC)=O)=NC(OCC)=O>C1C=CC=CC=1>[ClH:21].[Cl:21][C:22]1[CH:27]=[CH:26][C:25]([O:18][CH:15]2[CH2:14][CH2:13][N:12]([CH2:11][CH2:10][CH2:9][C:6]3[C:5]4[CH:19]=[CH:20][C:2]([F:1])=[CH:3][C:4]=4[O:8][N:7]=3)[CH2:17][CH2:16]2)=[CH:24][CH:23]=1 |f:5.6|. Procedure details: To a solution of 9.5 g of 1-[3-(6-fluoro-1,2-benzisoxazol-3-yl)-propyl]-4-hydroxypiperidine, 4.5 g of 4-chlorophenol and 9.8 g triphenylphosphine in 250 ml of benzene, cooled with an ice-bath, was slowly added over one hour a solution of 6.4 g of diethyl azodicarboxylate in 60 ml of benzene. After stirring one hr at ambient temperature, the reaction mixture was filtered and then concentrated to an oil. The oil was treated with ethereal hydrogen chloride to give 4.6 g (32%) of product, mp 209°-21... Reactants: 100, C(C)(OCC)([O-])[O-] (ethyl orthoacetate), ClC=1C=CC2=C(C(=NCC(=N2)NN)C2=CC=CC=C2)C1 (7-chloro-2-hydrazino-5-phenyl-3H-1,4-benzodiazepine), S(O)(O)(=O)=O (sulfuric acid), C([O-])(O)=O.[Na+] (sodium bicarbonate). Run in C(C)O (ethanol). Yields the product ClC=1C=CC2=C(C(=NCC=3N2C(=NN3)C)C3=CC=CC=C3)C1 (8-chloro-1-methyl-6-phenyl-4H-s-triazolo[4,3-a][1,4]benzodiazepine). RXN SMILES: [Cl:1][C:2]1[CH:3]=[CH:4][C:5]2[N:11]=[C:10]([NH:12][NH2:13])[CH2:9][N:8]=[C:7]([C:14]3[CH:19]=[CH:18][CH:17]=[CH:16][CH:15]=3)[C:6]=2[CH:20]=1.[C:21]([O-])([O-])(OCC)[CH3:22].S(=O)(=O)(O)O.C(=O)(O)[O-].[Na+]>C(O)C>[Cl:1][C:2]1[CH:3]=[CH:4][C:5]2[N:11]3[C:21]([CH3:22])=[N:13][N:12]=[C:10]3[CH2:9][N:8]=[C:7]([C:14]3[CH:19]=[CH:18][CH:17]=[CH:16][CH:15]=3)[C:6]=2[CH:20]=1 |f:3.4|. Reported procedure: To a suspension of 2.84 parts of 7-chloro-2-hydrazino-5-phenyl-3H-1,4-benzodiazepine in a mixture of 100 parts by volume of ethanol and 5 parts by volume of ethyl orthoacetate is added 1 part of concentrated sulfuric acid with stirring. The mixture is further stirred for 30 minutes, and about 100 parts by volume of a saturated aqueous sodium bicarbonate solution is added. The mixture is concentrated under reduced pressure. The resulting crystals are collected by filtration, washed with water and... Starting materials: CN(C)CCO (N-dimethylaminoethanol), C(C=C)Cl (allyl chloride). Solvent: O (water). Conditions: time 1 hour. Yields the product [Cl-].C(C=C)[N+](CCO)(C)C (Allyl dimethyl hydroxyethylammonium chloride). As a reaction SMILES: [CH3:1][N:2]([CH2:4][CH2:5][OH:6])[CH3:3].[CH2:7]([Cl:10])[CH:8]=[CH2:9]>O>[Cl-:10].[CH2:7]([N+:2]([CH3:3])([CH3:1])[CH2:4][CH2:5][OH:6])[CH:8]=[CH2:9] |f:3.4|. Procedure details: 89 grams of N-dimethylaminoethanol were dissolved in 244.7 grams of water, to which 76.5 grams of allyl chloride were added slowly and with cooling, keeping the temperature below 35° C. The reaction was essentially complete within one hour. A clear solution was obtained. Reactants: FC(F)(F)c1cc(CBr)cc(C(F)(F)F)c1, O=C([O-])[O-], [Cs+], [Cs+], CN(C)C=O, CCOC(=O)CC1CCc2c1[nH]c1ccc(O)cc21. Product: CCOC(=O)CC1CCc2c1[nH]c1ccc(OCc3cc(C(F)(F)F)cc(C(F)(F)F)c3)cc21. RXN SMILES: [Br:26][CH2:27][c:28]1[cH:29][c:30]([C:38]([F:39])([F:40])[F:41])[cH:31][c:32]([C:34]([F:35])([F:36])[F:37])[cH:33]1.[C:20](=[O:21])([O-:22])[O-:23].[Cs+:24].[Cs+:25].[O:42]=[CH:43][N:44]([CH3:45])[CH3:46].[OH:1][c:2]1[cH:3][c:4]2[c:5]3[c:6]([nH:7][c:8]2[cH:9][cH:10]1)[CH:11]([CH2:14][C:15](=[O:16])[O:17][CH2:18][CH3:19])[CH2:12][CH2:13]3>>[O:1]([c:2]1[cH:3][c:4]2[c:5]3[c:6]([nH:7][c:8]2[cH:9][cH:10]1)[CH:11]([CH2:14][C:15](=[O:16])[O:17][CH2:18][CH3:19])[CH2:12][CH2:13]3)[CH2:27][c:28]1[cH:29][c:30]([C:38]([F:39])([F:40])[F:41])[cH:31][c:32]([C:34]([F:35])([F:36])[F:37])[cH:33]1. The reactants are O=C([O-])[O-], O=C(C=Cc1ccccc1)C=Cc1ccccc1, O=C(C=Cc1ccccc1)C=Cc1ccccc1, CC(C)c1cc(C(C)C)c(-c2ccccc2P(C2CCCCC2)C2CCCCC2)c(C(C)C)c1, O=C(C=Cc1ccccc1)C=Cc1ccccc1, [Cl-], COc1cc(Cl)nc(SCc2cccc(F)c2F)n1, [Cs+], [Cs+], CC(C)(C)OC(=O)N1CCCN(S(N)(=O)=O)CC1, [NH4+], C1COCCO1, [Pd], [Pd]. The product is COc1cc(NS(=O)(=O)N2CCCN(C(=O)OC(C)(C)C)CC2)nc(SCc2cccc(F)c2F)n1. RXN SMILES: [C:53](=[O:54])([O-:55])[O-:56].[CH:106](=[CH:107][C:108]([CH:109]=[CH:110][c:111]1[cH:112][cH:113][cH:114][cH:115][cH:116]1)=[O:117])[c:118]1[cH:119][cH:120][cH:121][cH:122][cH:123]1.[CH:124](=[CH:125][C:126]([CH:127]=[CH:128][c:129]1[cH:130][cH:131][cH:132][cH:133][cH:134]1)=[O:135])[c:136]1[cH:137][cH:138][cH:139][cH:140][cH:141]1.[CH:19]1([P:20]([CH:21]2[CH2:22][CH2:23][CH2:24][CH2:25][CH2:26]2)[c:27]2[cH:28][cH:29][cH:30][cH:31][c:32]2-[c:33]2[c:34]([CH:35]([CH3:36])[CH3:37])[cH:38][c:39]([CH:40]([CH3:41])[CH3:42])[cH:43][c:44]2[CH:45]([CH3:46])[CH3:47])[CH2:48][CH2:49][CH2:50][CH2:51][CH2:52]1.[CH:88](=[CH:89][C:90]([CH:91]=[CH:92][c:93]1[cH:94][cH:95][cH:96][cH:97][cH:98]1)=[O:99])[c:100]1[cH:101][cH:102][cH:103][cH:104][cH:105]1.[Cl-:78].[Cl:59][c:60]1[n:61][c:62]([S:68][CH2:69][c:70]2[c:71]([F:77])[c:72]([F:76])[cH:73][cH:74][cH:75]2)[n:63][c:64]([O:66][CH3:67])[cH:65]1.[Cs+:57].[Cs+:58].[NH2:1][S:2](=[O:3])(=[O:4])[N:5]1[CH2:6][CH2:7][N:8]([C:12](=[O:13])[O:14][C:15]([CH3:16])([CH3:17])[CH3:18])[CH2:9][CH2:10][CH2:11]1.[NH4+:79].[O:80]1[CH2:81][CH2:82][O:83][CH2:84][CH2:85]1.[Pd:86].[Pd:87]>>[NH:1]([S:2](=[O:3])(=[O:4])[N:5]1[CH2:6][CH2:7][N:8]([C:12](=[O:13])[O:14][C:15]([CH3:16])([CH3:17])[CH3:18])[CH2:9][CH2:10][CH2:11]1)[c:60]1[n:61][c:62]([S:68][CH2:69][c:70]2[c:71]([F:77])[c:72]([F:76])[cH:73][cH:74][cH:75]2)[n:63][c:64]([O:66][CH3:67])[cH:65]1.